This data is from the Open Reaction Database (ORD), a public repository of structured organic reaction records. The task is: describe an organic reaction: reactants, conditions, products, and yield Starting materials: CCOC(=O)C1=CC(OC(CC)CC)C(NP(=O)(OCC)OCC)C(N=[N+]=[N-])C1, CCO, [NH4+], [OH-], O=S(=O)(O)O. Yields the product CCOC(=O)C1=CC(OC(CC)CC)C(N)C(N=[N+]=[N-])C1. Reaction SMILES: [CH2:1]([CH3:2])[O:3][C:4](=[O:5])[C:6]1=[CH:7][CH:8]([O:24][CH:25]([CH2:26][CH3:27])[CH2:28][CH3:29])[CH:9]([NH:15][P:16]([O:17][CH2:18][CH3:19])([O:20][CH2:21][CH3:22])=[O:23])[CH:10]([N:12]=[N+:13]=[N-:14])[CH2:11]1.[CH3:37][CH2:38][OH:39].[NH4+:35].[OH-:36].[S:30](=[O:31])(=[O:32])([OH:33])[OH:34]>>[CH2:1]([CH3:2])[O:3][C:4](=[O:5])[C:6]1=[CH:7][CH:8]([O:24][CH:25]([CH2:26][CH3:27])[CH2:28][CH3:29])[CH:9]([NH2:15])[CH:10]([N:12]=[N+:13]=[N-:14])[CH2:11]1. Reactants: C=CCc1ccccc1OCC(=O)OCC, CCO, [H][H]. Yields the product CCCc1ccccc1OCC(=O)OCC. Reaction SMILES: [CH2:1]([CH3:2])[O:3][C:4]([CH2:5][O:6][c:7]1[c:8]([CH2:13][CH:14]=[CH2:15])[cH:9][cH:10][cH:11][cH:12]1)=[O:16].[CH3:19][CH2:20][OH:21].[H:17][H:18]>>[CH2:1]([CH3:2])[O:3][C:4]([CH2:5][O:6][c:7]1[c:8]([CH2:13][CH2:14][CH3:15])[cH:9][cH:10][cH:11][cH:12]1)=[O:16]. Starting materials: S(=O)(=O)(O)O.NC=1C=C(C=CC1)B(O)O.NC=1C=C(C=CC1)B(O)O (3-Amino-phenylboronic acid hemisulfate), C1(CCC(=O)O1)=O (Succinic anhydride), Cl (hydrochloric acid). Solvent: N1=CC=CC=C1 (pyridine), O (water), O (water). Run at time 5 minute. Yields the product C(CCC(=O)N)(=O)O.NC=1C=C(C=CC1)B(O)O (3-Aminophenylboronic acid succinamic acid). RXN SMILES: S(O)(O)(=O)=O.[NH2:6]C1C=C(B(O)O)C=CC=1.[NH2:16][C:17]1[CH:18]=[C:19]([B:23]([OH:25])[OH:24])[CH:20]=[CH:21][CH:22]=1.[C:26]1(=[O:32])[O:31][C:29](=[O:30])[CH2:28][CH2:27]1.Cl>N1C=CC=CC=1.O>[C:26]([OH:31])(=[O:32])[CH2:27][CH2:28][C:29]([NH2:6])=[O:30].[NH2:16][C:17]1[CH:18]=[C:19]([B:23]([OH:25])[OH:24])[CH:20]=[CH:21][CH:22]=1 |f:0.1.2,7.8|. Reported procedure: Synthesis of this material was accomplished using a modification of the procedure in Weith, et al. Biochemistry 9:4396-4401 (1970). 3-Amino-phenylboronic acid hemisulfate (100 g, 0.535 moles) was suspended in anhydrous pyridine (240 mL). The mixture was stirred magnetically and chilled in an ice/water bath under an atmosphere of dry nitrogen. Succinic anhydride (56.5 g, 0.565 moles) was added to the flask, and the reaction mixture was allowed to warm to room temperature. After stirring overnight... Starting materials: CN1CCN(CC1)C(=O)N[C@H](C(=O)O)CC(C)C (2(S)-[(4-methyl-piperazine-1-carbonyl)-amino]-4-methyl-pentanoic acid), C(C)(C)(C)OC([C@H](CC1=CC=C(C=C1)OCC1=CC=CC=C1)N)=O ((S)-2-Amino-3-(4-benzyloxy-phenyl)-propionic acid tert-butyl ester). Product: C(C)(C)(C)OC(C(CC1=CC=C(C=C1)OCC1=CC=CC=C1)NC(C(CC(C)C)NC(=O)N1CCN(CC1)C)=O)=O (3-(4-Benzyloxy-phenyl)-2-{4-methyl-2-[(4-methyl-piperazine-1-carbonyl)-amino]-pentanoylamino}-propionic acid tert-butyl ester). The yield is 60.0%. RXN SMILES: [CH3:1][N:2]1[CH2:7][CH2:6][N:5]([C:8]([NH:10][C@@H:11]([CH2:15][CH:16]([CH3:18])[CH3:17])[C:12]([OH:14])=O)=[O:9])[CH2:4][CH2:3]1.[C:19]([O:23][C:24](=[O:42])[C@@H:25]([NH2:41])[CH2:26][C:27]1[CH:32]=[CH:31][C:30]([O:33][CH2:34][C:35]2[CH:40]=[CH:39][CH:38]=[CH:37][CH:36]=2)=[CH:29][CH:28]=1)([CH3:22])([CH3:21])[CH3:20]>>[C:19]([O:23][C:24](=[O:42])[CH:25]([NH:41][C:12](=[O:14])[CH:11]([NH:10][C:8]([N:5]1[CH2:4][CH2:3][N:2]([CH3:1])[CH2:7][CH2:6]1)=[O:9])[CH2:15][CH:16]([CH3:18])[CH3:17])[CH2:26][C:27]1[CH:32]=[CH:31][C:30]([O:33][CH2:34][C:35]2[CH:40]=[CH:39][CH:38]=[CH:37][CH:36]=2)=[CH:29][CH:28]=1)([CH3:22])([CH3:20])[CH3:21]. Reported procedure: A solution of the product from Example AF (2(S)-[(4-methyl-piperazine-1-carbonyl)-amino]-4-methyl-pentanoic acid) (0.25 g, 1.03 mmol) and the product from Example A ((S)-2-amino-3-(4-benzyloxy-phenyl)-propionic acid tert-butyl ester) (0.35 g, 1.03 mmol) were coupled according to the procedure described in Example AH. The reaction mixture was purified by chromatography (silica gel, gradient elution 1:1 EtOAc/heptane; 9:1 EtOAc/EtOH; 9:1:0.1 EtOAc/EtOH/NH4OH) to give the title compound as a white ... Reactants: CCOC(=O)C1=C(C)NC(C(OCC)OCC)=C(C(=O)OCC)C1c1ccccc1C(F)(F)F, CC(C)=O. The product is CCOC(=O)C1=C(C)NC(C=O)=C(C(=O)OCC)C1c1ccccc1C(F)(F)F. As a reaction SMILES: [CH3:1][C:2]1=[C:7]([C:8](=[O:9])[O:10][CH2:11][CH3:12])[CH:6]([c:13]2[c:14]([C:19]([F:20])([F:21])[F:22])[cH:15][cH:16][cH:17][cH:18]2)[C:5]([C:23](=[O:24])[O:25][CH2:26][CH3:27])=[C:4]([CH:28]([O:29][CH2:33][CH3:34])[O:30][CH2:31][CH3:32])[NH:3]1.[CH3:35][C:36](=[O:37])[CH3:38]>>[CH3:1][C:2]1=[C:7]([C:8](=[O:9])[O:10][CH2:11][CH3:12])[CH:6]([c:13]2[c:14]([C:19]([F:20])([F:21])[F:22])[cH:15][cH:16][cH:17][cH:18]2)[C:5]([C:23](=[O:24])[O:25][CH2:26][CH3:27])=[C:4]([CH:28]=[O:29])[NH:3]1.